Dataset: the Open Reaction Database (ORD), a public repository of structured organic reaction records. Task: describe an organic reaction: reactants, conditions, products, and yield The reactants are ClC1=C(C(=O)O)C(=CC=C1)Cl (2,6-dichlorobenzoic acid), C1(CC1)CC(CN)C=1C=NC(=NC1)C(F)(F)F (3-cyclopropyl-2-(2-(trifluoromethyl)pyrimidin-5-yl)propan-1-amine). Product: ClC1=C(C(=O)NCC(CC2CC2)C=2C=NC(=NC2)C(F)(F)F)C(=CC=C1)Cl (2,6-dichloro-N-(3-cyclopropyl-2-(2-(trifluoromethyl)pyrimidin-5-yl)propyl)benzamide). RXN SMILES: [Cl:1][C:2]1[CH:10]=[CH:9][CH:8]=[C:7]([Cl:11])[C:3]=1[C:4]([OH:6])=O.[CH:12]1([CH2:15][CH:16]([C:19]2[CH:20]=[N:21][C:22]([C:25]([F:28])([F:27])[F:26])=[N:23][CH:24]=2)[CH2:17][NH2:18])[CH2:14][CH2:13]1>>[Cl:11][C:7]1[CH:8]=[CH:9][CH:10]=[C:2]([Cl:1])[C:3]=1[C:4]([NH:18][CH2:17][CH:16]([C:19]1[CH:20]=[N:21][C:22]([C:25]([F:28])([F:27])[F:26])=[N:23][CH:24]=1)[CH2:15][CH:12]1[CH2:14][CH2:13]1)=[O:6]. Procedure: From 2,6-dichlorobenzoic acid and 3-cyclopropyl-2-(2-(trifluoromethyl)pyrimidin-5-yl)propan-1-amine. LCMS (MH+): m/z=418.1, tR (minutes, Method G)=2.62 Reactants: C(C)(=O)O[C@H]1[C@@H](O[C@@H]([C@H]([C@@H]1OC(C)=O)OC(C)=O)COC(C)=O)C1=CC(=C(C=C1)Cl)CC=1SC(=CC1)Br (1-(2,3,4,6-tetra-O-acetyl-β-D-glucopyranosyl)-3-(5-bromo-2-thienylmethyl)-4-chlorobenzene), C(C1=CC=CC=C1)OCN1N=C(N=N1)[Sn](CCCC)(CCCC)CCCC ((2-benzyloxymethyl-2H-tetrazol-5-yl)trin-butyltin). The product is C(C)(=O)O[C@H]1[C@@H](O[C@@H]([C@H]([C@@H]1OC(C)=O)OC(C)=O)COC(C)=O)C1=CC(=C(C=C1)Cl)CC=1SC(=CC1)C=1N=NN(N1)COCC1=CC=CC=C1 (1-(2,3,4,6-tetra-O-acetyl-β-D-glucopyranosyl)-3-(5-(2-benzyloxymethyl-2H-tetrazol-5-yl)-2-thienylmethyl)-4-chlorobenzene). RXN SMILES: [C:1]([O:4][C@@H:5]1[C@@H:10]([O:11][C:12](=[O:14])[CH3:13])[C@H:9]([O:15][C:16](=[O:18])[CH3:17])[C@@H:8]([CH2:19][O:20][C:21](=[O:23])[CH3:22])[O:7][C@H:6]1[C:24]1[CH:29]=[CH:28][C:27]([Cl:30])=[C:26]([CH2:31][C:32]2[S:33][C:34](Br)=[CH:35][CH:36]=2)[CH:25]=1)(=[O:3])[CH3:2].[CH2:38]([O:45][CH2:46][N:47]1[N:51]=[N:50][C:49]([Sn](CCCC)(CCCC)CCCC)=[N:48]1)[C:39]1[CH:44]=[CH:43][CH:42]=[CH:41][CH:40]=1>>[C:1]([O:4][C@@H:5]1[C@@H:10]([O:11][C:12](=[O:14])[CH3:13])[C@H:9]([O:15][C:16](=[O:18])[CH3:17])[C@@H:8]([CH2:19][O:20][C:21](=[O:23])[CH3:22])[O:7][C@H:6]1[C:24]1[CH:29]=[CH:28][C:27]([Cl:30])=[C:26]([CH2:31][C:32]2[S:33][C:34]([C:49]3[N:50]=[N:51][N:47]([CH2:46][O:45][CH2:38][C:39]4[CH:44]=[CH:43][CH:42]=[CH:41][CH:40]=4)[N:48]=3)=[CH:35][CH:36]=2)[CH:25]=1)(=[O:3])[CH3:2]. Procedure: 1-(2,3,4,6-tetra-O-acetyl-β-D-glucopyranosyl)-3-(5-bromo-2-thienylmethyl)-4-chlorobenzene obtained in Example 128-(4) and (2-benzyloxymethyl-2H-tetrazol-5-yl)trin-butyltin (see Tetrahedron Lett. (2000) 2805) were treated in a manner similar to Example 128-(5) to give 1-(2,3,4,6-tetra-O-acetyl-β-D-glucopyranosyl)-3-(5-(2-benzyloxymethyl-2H-tetrazol-5-yl)-2-thienylmethyl)-4-chlorobenzene as colorless solid. APCI-Mass m/Z 727/729 (M+H). (2) A mixture of 1-(2,3,4,6-tetra-O-acetyl-β-Dglucopyranosyl)-... The reactants are [H-].[Al+3].[Li+].[H-].[H-].[H-] (lithium aluminum hydride), COC1=CC=C(C=C1)CS[C@@H]1[C@@H](COC1)C#N ((3R-cis)-Tetrahydro-4-[[(4-methoxyphenyl)methyl]thio]-3-furancarbonitrile). The solvent is O1CCCC1 (tetrahydrofuran), C(C)OCC (diethyl ether). Run at time 2 hour. Product: COC1=CC=C(C=C1)CS[C@@H]1[C@@H](COC1)CN (cis-(+/-)-Tetrahydro-4-[[(4-methoxyphenyl]methyl]thio]-3-furanmethanamine). Yield: 99.9%. As a reaction SMILES: [H-].[Al+3].[Li+].[H-].[H-].[H-].[CH3:7][O:8][C:9]1[CH:14]=[CH:13][C:12]([CH2:15][S:16][C@H:17]2[CH2:21][O:20][CH2:19][C@H:18]2[C:22]#[N:23])=[CH:11][CH:10]=1>O1CCCC1.C(OCC)C>[CH3:7][O:8][C:9]1[CH:14]=[CH:13][C:12]([CH2:15][S:16][C@H:17]2[CH2:21][O:20][CH2:19][C@H:18]2[CH2:22][NH2:23])=[CH:11][CH:10]=1 |f:0.1.2.3.4.5|. Procedure: A room temperature solution, under argon, of 4.22 ml of 1.0M lithium aluminum hydride in tetrahydrofuran is treated, dropwise, with 0.876 g of product from Example 199 in 3 ml of diethyl ether; during which time the reaction refluxes gently. After complete addition, the reaction is stirred at room temperature for 2 hour. The reaction mixture is quenched with 1 ml of water, 10.5 ml of 1.0N sodium hydroxide and 2.0 ml of water. The solid white precipitate formed is collected and washed with large ...